Dataset: the Open Reaction Database (ORD), a public repository of structured organic reaction records. Task: describe an organic reaction: reactants, conditions, products, and yield Starting materials: CC(C)c1nc(C(=O)N2CC(F)(F)OC3(CCN(Cc4cc(CCO[Si](C)(C)C(C)(C)C)cs4)CC3)C2)cs1, CCCC[N+](CCCC)(CCCC)CCCC, C1CCOC1, [F-]. The product is CC(C)c1nc(C(=O)N2CC(F)(F)OC3(CCN(Cc4cc(CCO)cs4)CC3)C2)cs1. RXN SMILES: [C:19]([Si:20]([CH3:21])([CH3:22])[O:24][CH2:25][CH2:26][c:27]1[cH:28][c:29]([CH2:32][N:33]2[CH2:34][CH2:35][C:36]3([CH2:37][N:38]([C:44](=[O:45])[c:46]4[n:47][c:48]([CH:51]([CH3:52])[CH3:53])[s:49][cH:50]4)[CH2:39][C:40]([F:42])([F:43])[O:41]3)[CH2:54][CH2:55]2)[s:30][cH:31]1)([CH3:23])([CH3:56])[CH3:57].[CH2:2]([N+:3]([CH2:4][CH2:5][CH2:6][CH3:7])([CH2:8][CH2:9][CH2:10][CH3:11])[CH2:12][CH2:13][CH2:14][CH3:15])[CH2:16][CH2:17][CH3:18].[CH2:58]1[O:59][CH2:60][CH2:61][CH2:62]1.[F-:1]>>[OH:24][CH2:25][CH2:26][c:27]1[cH:28][c:29]([CH2:32][N:33]2[CH2:34][CH2:35][C:36]3([CH2:37][N:38]([C:44](=[O:45])[c:46]4[n:47][c:48]([CH:51]([CH3:52])[CH3:53])[s:49][cH:50]4)[CH2:39][C:40]([F:42])([F:43])[O:41]3)[CH2:54][CH2:55]2)[s:30][cH:31]1. The reactants are CCOC(=O)CCN(C)C(=O)c1ccc(NC(c2oc3ccc(NCc4ccccc4)cc3c2C)C2CCCCC2)cc1, CCO, [Na+], C1CCOC1, [OH-]. Yields the product Cc1c(C(Nc2ccc(C(=O)N(C)CCC(=O)O)cc2)C2CCCCC2)oc2ccc(NCc3ccccc3)cc12. RXN SMILES: [CH2:1]([c:2]1[cH:3][cH:4][cH:5][cH:6][cH:7]1)[NH:8][c:9]1[cH:10][cH:11][c:12]2[c:13]([c:14]([CH3:42])[c:15]([CH:17]([CH:18]3[CH2:19][CH2:20][CH2:21][CH2:22][CH2:23]3)[NH:24][c:25]3[cH:26][cH:27][c:28]([C:31](=[O:32])[N:33]([CH2:34][CH2:35][C:36](=[O:37])[O:38][CH2:39][CH3:40])[CH3:41])[cH:29][cH:30]3)[o:16]2)[cH:43]1.[CH3:51][CH2:52][OH:53].[Na+:50].[O:44]1[CH2:45][CH2:46][CH2:47][CH2:48]1.[OH-:49]>>[CH2:1]([c:2]1[cH:3][cH:4][cH:5][cH:6][cH:7]1)[NH:8][c:9]1[cH:10][cH:11][c:12]2[c:13]([c:14]([CH3:42])[c:15]([CH:17]([CH:18]3[CH2:19][CH2:20][CH2:21][CH2:22][CH2:23]3)[NH:24][c:25]3[cH:26][cH:27][c:28]([C:31](=[O:32])[N:33]([CH2:34][CH2:35][C:36](=[O:37])[OH:38])[CH3:41])[cH:29][cH:30]3)[o:16]2)[cH:43]1. Reactants: O (water), ClC=1C=2N(N=CC1C(=O)OCC)C=CC2 (Ethyl 4-chloropyrrolo[1,2-b]pyridazine-3-carboxylate), monohydrated lithium hydroxide. The solvent is C1CCOC1 (THF). Run at temperature 55 celsius, time 1 hour. The product is ClC=1C=2N(N=CC1C(=O)O)C=CC2 (4-chloropyrrolo[1,2-b]pyridazine-3-carboxylic acid). Reaction SMILES: [Cl:1][C:2]1[C:3]2[N:4]([CH:13]=[CH:14][CH:15]=2)[N:5]=[CH:6][C:7]=1[C:8]([O:10]CC)=[O:9].O>C1COCC1>[Cl:1][C:2]1[C:3]2[N:4]([CH:13]=[CH:14][CH:15]=2)[N:5]=[CH:6][C:7]=1[C:8]([OH:10])=[O:9]. Procedure: Dissolved ethyl 4-chloropyrrolo[1,2-b]pyridazine-3-carboxylate (Preparation 2 from Step 5B, 2 g, 8.90 mmol) in THF (12 mL) and added water (2 mL) followed by monohydrated lithium hydroxide (0.747 g, 17.81 mmol) and the resulting yellow mixture was sonicated to give a fine dispersion followed by heating to 55° C. and stirring vigorously for one hour. After removing the organics under vacuum, the resulting residue was dissolved in ˜50 mL of water and 6 N aqueous HCl added until acidic giving a yel... Reactants: CC(=O)O, O=[N+]([O-])c1cccc2c1CCC2, O=[Cr](=O)=O. Yields the product O=C1CCc2c1cccc2[N+](=O)[O-]. Reaction SMILES: [CH3:17][C:18](=[O:19])[OH:20].[N+:5](=[O:6])([O-:7])[c:8]1[c:9]2[c:13]([cH:14][cH:15][cH:16]1)[CH2:12][CH2:11][CH2:10]2.[O:1]=[Cr:2](=[O:3])=[O:4]>>[O:1]=[C:12]1[CH2:11][CH2:10][c:9]2[c:8]([N+:5](=[O:6])[O-:7])[cH:16][cH:15][cH:14][c:13]21.